From a dataset of the Open Reaction Database (ORD), a public repository of structured organic reaction records. describe an organic reaction: reactants, conditions, products, and yield Yields the product COCC1CN(c2ccc3nc(C(O)CCCO)sc3c2)C(=O)O1. The reactants are CC(C)C[Al+]CC(C)C, [H-], COCC1CN(c2ccc3nc(C4CCC(=O)O4)sc3c2)C(=O)O1, C1CCOC1. RXN SMILES: [CH2:26]([Al+:27][CH2:28][CH:29]([CH3:30])[CH3:31])[CH:32]([CH3:33])[CH3:34].[H-:25].[O:1]=[C:2]1[CH2:3][CH2:4][CH:5]([c:7]2[s:8][c:9]3[c:10]([n:11]2)[cH:12][cH:13][c:14]([N:16]2[C:17](=[O:24])[O:18][CH:19]([CH2:21][O:22][CH3:23])[CH2:20]2)[cH:15]3)[O:6]1.[O:35]1[CH2:36][CH2:37][CH2:38][CH2:39]1>>[OH:1][CH2:2][CH2:3][CH2:4][CH:5]([OH:6])[c:7]1[s:8][c:9]2[c:10]([n:11]1)[cH:12][cH:13][c:14]([N:16]1[C:17](=[O:24])[O:18][CH:19]([CH2:21][O:22][CH3:23])[CH2:20]1)[cH:15]2. The reactants are (3R)-(3,6-Dihydropyrazolo[4,3-d]pyrrolo[2,3-b]pyridin-1-yl)cyclopentanamine, C=1C=CC2=C(C1)N=NN2O (HOBt), C(#N)CC(=O)OC1=C(C(=C(C(=C1F)F)F)F)F (Perfluorophenyl 2-cyanoacetate), C(#N)CC(=O)O (2-cyanoacetic acid), C(CCl)Cl (EDC), CN(C)C=O (DMF). Reaction conditions: time 3 hour. Product: C(#N)CC(=O)N[C@H]1C[C@H](CC1)C1=NNC=2C1=C1C(=NC2)NC=C1 (2-cyano-N-((1R,3S)-3-(3,6-dihydropyrazolo[4,3-d]pyrrolo[2,3-b]pyridin-1-yl)cyclopentyl)acetamide). Yield: 9.0%. RXN SMILES: [C:1]([CH2:3][C:4]([OH:6])=O)#[N:2].[CH2:7](Cl)[CH2:8]Cl.[CH:11]1[CH:12]=[CH:13][C:14]2[N:19](O)[N:18]=[N:17][C:15]=2[CH:16]=1.[C:21]([CH2:23][C:24](OC1C(F)=C(F)C(F)=C(F)C=1F)=O)#[N:22].C[N:39]([CH:41]=O)[CH3:40]>>[C:1]([CH2:3][C:4]([NH:19][C@@H:14]1[CH2:8][CH2:7][C@H:12]([C:11]2[C:16]3=[C:24]4[CH:23]=[CH:21][NH:22][C:40]4=[N:39][CH:41]=[C:15]3[NH:17][N:18]=2)[CH2:13]1)=[O:6])#[N:2]. Procedure: (3R)-(3,6-Dihydropyrazolo[4,3-d]pyrrolo[2,3-b]pyridin-1-yl)cyclopentanamine (0.12 g, 0.48 mmol, Preparation #29) and 2-cyanoacetic acid (0.042 g, 0.48 mmol), were combined in DMF (6.0 mL) with EDC (0.12 g, 0.65 mmol) and HOBt (0.076 g, 0.48 mmol). The mixture was stirred for about 3 h at room temperature. Perfluorophenyl 2-cyanoacetate (0.62 g, 2.5 mmol, Preparation #6) was added and the reaction mixture was stirred for about 48 h at room temperature. The solvent was removed under reduced pressu... Starting materials: ClC1=NC=CC(=N1)N1C(OC2(C1C1=CC=CC=C1)CCOCC2)=O (3-(2-chloropyrimidin-4-yl)-4-phenyl-1,8-dioxa-3-azaspiro[4.5]decan-2-one), O1CC(C1)=O (oxetan-3-one). Product: ClC1=NC=CC(=N1)N1C(OC2(COC2)C1C1=CC=CC=C1)=O (7-(2-chloropyrimidin-4-yl)-8-phenyl-2,5-dioxa-7-azaspiro[3.4]octan-6-one). As a reaction SMILES: [Cl:1][C:2]1[N:7]=[C:6]([N:8]2[CH:12]([C:13]3[CH:18]=[CH:17][CH:16]=[CH:15][CH:14]=3)[C:11]3(CCOC[CH2:19]3)[O:10][C:9]2=[O:24])[CH:5]=[CH:4][N:3]=1.[O:25]1CC(=O)[CH2:26]1>>[Cl:1][C:2]1[N:7]=[C:6]([N:8]2[CH:12]([C:13]3[CH:14]=[CH:15][CH:16]=[CH:17][CH:18]=3)[C:11]3([CH2:19][O:25][CH2:26]3)[O:10][C:9]2=[O:24])[CH:5]=[CH:4][N:3]=1. Reported procedure: Prepared using similar methods as described above for 3-(2-chloropyrimidin-4-yl)-4-phenyl-1,8-dioxa-3-azaspiro[4.5]decan-2-one, but starting with oxetan-3-one. LCMS m/z 318.1 (M+H)+, Rt 0.78 min. Starting materials: BrC1=CC=C(C=C1)C1=COC2=C1C=C(C=C2)C (3-(4-bromophenyl)-5-methylbenzofuran), C(=O)=O (carbon dioxide), [Mg] (magnesium), BrC1=CC=C(C=C1)C1=COC2=C1C=C(C=C2)C (3-(4-bromophenyl)-5-methylbenzofuran). Solvent: O1CCCC1 (tetrahydrofuran), O1CCCC1 (tetrahydrofuran). Reaction conditions: temperature 20 celsius, time 3 hour. The product is CC=1C=CC2=C(C(=CO2)C2=CC=C(C(=O)O)C=C2)C1 (4-(5-methyl-3-benzofuranyl)benzoic acid). As a reaction SMILES: Br[C:2]1[CH:7]=[CH:6][C:5]([C:8]2[C:12]3[CH:13]=[C:14]([CH3:17])[CH:15]=[CH:16][C:11]=3[O:10][CH:9]=2)=[CH:4][CH:3]=1.[Mg].[C:19](=[O:21])=[O:20]>O1CCCC1>[CH3:17][C:14]1[CH:15]=[CH:16][C:11]2[O:10][CH:9]=[C:8]([C:5]3[CH:6]=[CH:7][C:2]([C:19]([OH:21])=[O:20])=[CH:3][CH:4]=3)[C:12]=2[CH:13]=1. Reported procedure: The product of Step B is reacted in a Grignard reaction with 5 g. of magnesium turnings in 25 ml. of tetrahydrofuran (by adding the product of Step B in 150 ml. of tetrahydrofuran at a rate sufficient to sustain refluxing). Refluxing is continued for an additional 3 hours, after which the mixture is stirred overnight at about 20° C. To this reaction mixture is added gaseous carbon dioxide over a period of 1 hour, the mixture being maintained at reflux during the second half of the hour. The reac...